Dataset: the Open Reaction Database (ORD), a public repository of structured organic reaction records. Task: describe an organic reaction: reactants, conditions, products, and yield The reactants are C(C1=CC=CC=C1)OC1=C(C=C(C=C1)/C=C/C(=O)C1=C(C=C(C=C1)OCOC)O)OCOC ((E)-3-(4-(benzyloxy)-3-(methoxymethoxy)phenyl)-1-(2-hydroxy-4-(methoxymethoxy)phenyl)prop-2-en-1-one), [OH-].[Na+] (NaOH), OO (hydrogen peroxide), OO (hydrogen peroxide). Run in CO (MeOH). Run at time 2 hour. The product is C(C1=CC=CC=C1)OC1=C(C=C(C=C1)C=1OC2=CC(=CC=C2C(C1O)=O)OCOC)OCOC (2-(4-(benzyloxy)-3-(methoxymethoxy)phenyl)-3-hydroxy-7-(methoxymethoxy)-4H-chromen-4-one). Isolated yield 12.0%. As a reaction SMILES: [CH2:1]([O:8][C:9]1[CH:14]=[CH:13][C:12](/[CH:15]=[CH:16]/[C:17]([C:19]2[CH:24]=[CH:23][C:22]([O:25][CH2:26][O:27][CH3:28])=[CH:21][C:20]=2[OH:29])=[O:18])=[CH:11][C:10]=1[O:30][CH2:31][O:32][CH3:33])[C:2]1[CH:7]=[CH:6][CH:5]=[CH:4][CH:3]=1.[OH-:34].[Na+].OO>CO>[CH2:1]([O:8][C:9]1[CH:14]=[CH:13][C:12]([C:15]2[O:29][C:20]3[C:19]([C:17](=[O:18])[C:16]=2[OH:34])=[CH:24][CH:23]=[C:22]([O:25][CH2:26][O:27][CH3:28])[CH:21]=3)=[CH:11][C:10]=1[O:30][CH2:31][O:32][CH3:33])[C:2]1[CH:7]=[CH:6][CH:5]=[CH:4][CH:3]=1 |f:1.2|. Procedure: To (E)-3-(4-(benzyloxy)-3-(methoxymethoxy)phenyl)-1-(2-hydroxy-4-(methoxymethoxy)phenyl)prop-2-en-1-one (450 mg, 1 mmol) in 1.5 mL MeOH was added 4 mL of a 15% NaOH solution, followed by hydrogen peroxide (113 mg, 30% solution). The mixture was stirred at rt for 2 h and additional 226 mg of hydrogen peroxide was added. The reaction was stirred for 15 and quenched onto NaH2PO4 (sat. 50 mL). It was extracted with EtOAc (3×50 mL) and the combined organic phase was dried over MgSO4 and concentrated.... Reactants: C([O-])([O-])=O.[K+].[K+] (Potassium carbonate), CN1C(NC2=C(C1=O)C=CS2)=O (3-methylthieno[2,3-d]pyrimidine-2,4(1H,3H)-dione), C1(CC1)CBr (cyclopropylmethyl bromide). Solvent: CN(C=O)C (dimethylformamide), O (water). Conditions: time 20 hour. Yields the product CN1C(N(C2=C(C1=O)C=CS2)CC2CC2)=O (3-Methyl-1-(cyclopropylmethyl)thieno[2,3-d]pyrimidine-2,4(1H,3H)-dione). As a reaction SMILES: C(=O)([O-])[O-].[K+].[K+].[CH3:7][N:8]1[C:13](=[O:14])[C:12]2[CH:15]=[CH:16][S:17][C:11]=2[NH:10][C:9]1=[O:18].[CH:19]1([CH2:22]Br)[CH2:21][CH2:20]1>CN(C)C=O.O>[CH3:7][N:8]1[C:13](=[O:14])[C:12]2[CH:15]=[CH:16][S:17][C:11]=2[N:10]([CH2:22][CH:19]2[CH2:21][CH2:20]2)[C:9]1=[O:18] |f:0.1.2|. Procedure details: Potassium carbonate (1.0 g) was added to a mixture of 3-methylthieno[2,3-d]pyrimidine-2,4(1H,3H)-dione (400 mg; J. Chem. Soc. Perkin Trans.1; 1980; 1853) and cyclopropylmethyl bromide (1.0 ml) in dry dimethylformamide (15 ml). The solution was stirred at room temperature for 20 hours and was then diluted with water and extracted thrice with diethyl ether. The combined organic extracts were washed with brine, then dried, filtered and evaporated. The residue was purified by column chromatography o... Reactants: CCO, CCN(C(C)C)C(C)C, Clc1cc(Cl)ncn1, CCCC(N)c1cccnc1. Yields the product CCCC(Nc1cc(Cl)ncn1)c1cccnc1. RXN SMILES: [CH3:29][CH2:30][OH:31].[CH:20]([N:21]([CH:22]([CH3:23])[CH3:24])[CH2:25][CH3:26])([CH3:27])[CH3:28].[Cl:12][c:13]1[n:14][cH:15][n:16][c:17]([Cl:19])[cH:18]1.[n:1]1[cH:2][c:3]([CH:7]([CH2:8][CH2:9][CH3:10])[NH2:11])[cH:4][cH:5][cH:6]1>>[n:1]1[cH:2][c:3]([CH:7]([CH2:8][CH2:9][CH3:10])[NH:11][c:17]2[n:16][cH:15][n:14][c:13]([Cl:12])[cH:18]2)[cH:4][cH:5][cH:6]1.